Dataset: the Open Reaction Database (ORD), a public repository of structured organic reaction records. Task: describe an organic reaction: reactants, conditions, products, and yield The reactants are CCO, O=c1[nH]c(N[N+](=O)[O-])ncc1Cc1ccncc1, NCCCN(Cc1ccccc1)c1ccccn1, O, c1ccncc1. Product: O=c1[nH]c(NCCCN(Cc2ccccc2)c2ccccn2)ncc1Cc1ccncc1. RXN SMILES: [CH2:38]([OH:39])[CH3:40].[N+:19]([NH:20][c:23]1[n:24][cH:25][c:26]([CH2:30][c:31]2[cH:32][cH:33][n:34][cH:35][cH:36]2)[c:27](=[O:29])[nH:28]1)([O-:21])=[O:22].[NH2:1][CH2:2][CH2:3][CH2:4][N:5]([CH2:6][c:7]1[cH:8][cH:9][cH:10][cH:11][cH:12]1)[c:13]1[n:14][cH:15][cH:16][cH:17][cH:18]1.[OH2:37].[cH:41]1[cH:42][cH:43][n:44][cH:45][cH:46]1>>[NH:1]([CH2:2][CH2:3][CH2:4][N:5]([CH2:6][c:7]1[cH:8][cH:9][cH:10][cH:11][cH:12]1)[c:13]1[n:14][cH:15][cH:16][cH:17][cH:18]1)[c:23]1[n:24][cH:25][c:26]([CH2:30][c:31]2[cH:32][cH:33][n:34][cH:35][cH:36]2)[c:27](=[O:29])[nH:28]1. Starting materials: C(CCC)C=1N(C(=C(N1)Cl)C=O)CC=1C=C2C=CC(=NC2=CC1)C1=C(C(=O)OC)C=CC=C1 (methyl 2-{6-[(2-butyl-4-chloro-5-formyl-1H-imidazol-1-yl)methyl]quinolin-2-yl}benzoate), [OH-].[Na+] (sodium hydroxide), O (water). Run in C(C)O (ethanol). Run at time 24 hour. Product: C(CCC)C=1N(C(=C(N1)Cl)C=O)CC=1C=C2C=CC(=NC2=CC1)C1=C(C(=O)O)C=CC=C1 (2-{6-[(2-butyl-4-chloro-5-formyl-1H-imidazol-1-yl)methyl]quinolin-2-yl}benzoic acid). Yield: 78.7%. As a reaction SMILES: [CH2:1]([C:5]1[N:6]([CH2:13][C:14]2[CH:15]=[C:16]3[C:21](=[CH:22][CH:23]=2)[N:20]=[C:19]([C:24]2[CH:33]=[CH:32][CH:31]=[CH:30][C:25]=2[C:26]([O:28]C)=[O:27])[CH:18]=[CH:17]3)[C:7]([CH:11]=[O:12])=[C:8]([Cl:10])[N:9]=1)[CH2:2][CH2:3][CH3:4].[OH-].[Na+].O>C(O)C>[CH2:1]([C:5]1[N:6]([CH2:13][C:14]2[CH:15]=[C:16]3[C:21](=[CH:22][CH:23]=2)[N:20]=[C:19]([C:24]2[CH:33]=[CH:32][CH:31]=[CH:30][C:25]=2[C:26]([OH:28])=[O:27])[CH:18]=[CH:17]3)[C:7]([CH:11]=[O:12])=[C:8]([Cl:10])[N:9]=1)[CH2:2][CH2:3][CH3:4] |f:1.2|. Procedure: 186 mg (0.403 mmol) of methyl 2-{6-[(2-butyl-4-chloro-5-formyl-1H-imidazol-1-yl)methyl]quinolin-2-yl}benzoate obtained in Example 1 was mixed with 19.3 mg (0.484 mmol) of sodium hydroxide, 1 ml of water and 2 ml of ethanol and the mixture was stirred at room temperature for 24 hours. Then, the mixture was concentrated under reduced pressure and the concentrate was partitioned between water and ether. The aqueous layer was acidified with 1N hydrochloric acid and extracted with ethyl acetate. The ... The solvent is O1CCCC1 (tetrahydrofuran). Procedure details: The (2-methyl-2′-methoxy-[1,1′-biphenyl]-4yl)carboxylic acid methyl ester of Step A (1.9 g, 7.4 mmol) was dissolved in tetrahydrofuran (30 mL) and 1 N sodium hydroxide (15 mL, 15 mmol) was added. The reaction mixture was heated at reflux overnight, then cooled and acidified with 2 N hydrochloric acid. The aqueous layer was extracted with ethyl acetate. The combined organic layers were dried over anhydrous sodium sulfate, filtered and concentrated in vacuo to give 1.6 g of product as a white soli... Yield: 89.2%. RXN SMILES: C[O:2][C:3]([C:5]1[CH:10]=[CH:9][C:8]([C:11]2[CH:16]=[CH:15][CH:14]=[CH:13][C:12]=2[O:17][CH3:18])=[C:7]([CH3:19])[CH:6]=1)=[O:4].[OH-].[Na+].Cl>O1CCCC1>[CH3:18][O:17][C:12]1[CH:13]=[CH:14][CH:15]=[CH:16][C:11]=1[C:8]1[CH:9]=[CH:10][C:5]([C:3]([OH:4])=[O:2])=[CH:6][C:7]=1[CH3:19] |f:1.2|. Starting materials: [OH-].[Na+] (sodium hydroxide), COC(=O)C1=CC(=C(C=C1)C1=C(C=CC=C1)OC)C ((2-Methyl-2′-methoxy-[1,1′-biphenyl]-4-yl)carboxylic acid methyl ester), Cl (hydrochloric acid). Product: COC1=C(C=CC=C1)C1=C(C=C(C=C1)C(=O)O)C (2′-Methoxy-2-methyl-biphenyl-4-carboxylic acid). The reactants are C(C)OC(=O)C1=C(COC2=CC=C(C=C2)C(C(=O)OCC)(C)C)C=CC=C1 (ethyl 4-(2-ethoxycarbonylbenzyloxy)-α,α-dimethylphenylacetate), [OH-].[K+] (potassium hydroxide). The product is C(=O)(O)C1=C(COC2=CC=C(C=C2)C(C(=O)O)(C)C)C=CC=C1 (4-(2-carboxybenzyloxy)-α,α-dimethylphenylacetic acid). RXN SMILES: C([O:3][C:4]([C:6]1[CH:27]=[CH:26][CH:25]=[CH:24][C:7]=1[CH2:8][O:9][C:10]1[CH:15]=[CH:14][C:13]([C:16]([CH3:23])([CH3:22])[C:17]([O:19]CC)=[O:18])=[CH:12][CH:11]=1)=[O:5])C.[OH-].[K+]>>[C:4]([C:6]1[CH:27]=[CH:26][CH:25]=[CH:24][C:7]=1[CH2:8][O:9][C:10]1[CH:15]=[CH:14][C:13]([C:16]([CH3:22])([CH3:23])[C:17]([OH:19])=[O:18])=[CH:12][CH:11]=1)([OH:5])=[O:3] |f:1.2|. Procedure: Reaction of ethyl 4-(2-ethoxycarbonylbenzyloxy)-α,α-dimethylphenylacetate with potassium hydroxide as described in Example 1c provides 4-(2-carboxybenzyloxy)-α,α-dimethylphenylacetic acid. The reactants are ClC=1C=C2C(C(NC2=C(C1)Cl)=O)(C)CCCCCl (5,7-dichloro-3-(4-chlorobutyl)-3-methyl-1,3-dihydro-2H-indol-2-one), ClC1=CC=C(C=C1)N1CCNCC1 (1-(4-chlorophenyl)-piperazine). Yields the product ClC=1C=C2C(C(NC2=C(C1)Cl)=O)(C)CCCCN1CCN(CC1)C1=CC=C(C=C1)Cl (5,7-dichloro-3-{4-[4-(4-chlorophenyl)-piperazin-1-yl]-butyl}-3-methyl-1,3-dihydro-2H-indol-2-one). Reaction SMILES: [Cl:1][C:2]1[CH:3]=[C:4]2[C:8](=[C:9]([Cl:11])[CH:10]=1)[NH:7][C:6](=[O:12])[C:5]2([CH2:14][CH2:15][CH2:16][CH2:17]Cl)[CH3:13].[Cl:19][C:20]1[CH:25]=[CH:24][C:23]([N:26]2[CH2:31][CH2:30][NH:29][CH2:28][CH2:27]2)=[CH:22][CH:21]=1>>[Cl:1][C:2]1[CH:3]=[C:4]2[C:8](=[C:9]([Cl:11])[CH:10]=1)[NH:7][C:6](=[O:12])[C:5]2([CH2:14][CH2:15][CH2:16][CH2:17][N:29]1[CH2:28][CH2:27][N:26]([C:23]2[CH:22]=[CH:21][C:20]([Cl:19])=[CH:25][CH:24]=2)[CH2:31][CH2:30]1)[CH3:13]. Procedure details: The title compound is prepared according to process H by applying processing method 1 starting from 5,7-dichloro-3-(4-chlorobutyl)-3-methyl-1,3-dihydro-2H-indol-2-one and 1-(4-chlorophenyl)-piperazine. RXN SMILES: [F:1][C:2]1[CH:3]=[CH:4][C:5]([CH3:33])=[C:6]([S:8]([N:11]2[C:16]3[CH:17]=[C:18]([C:21]([NH:23][C:24]4[CH:32]=[CH:31][C:27]([C:28]([OH:30])=[O:29])=[CH:26][CH:25]=4)=[O:22])[CH:19]=[CH:20][C:15]=3[O:14][CH2:13][CH2:12]2)(=[O:10])=[O:9])[CH:7]=1.F[C:35]1C=CC(C)=C(S(Cl)(=O)=O)[CH:40]=1>>[CH2:35]([O:29][C:28](=[O:30])[C:27]1[CH:26]=[CH:25][C:24]([NH:23][C:21]([C:18]2[CH:19]=[CH:20][C:15]3[O:14][CH2:13][CH2:12][N:11]([S:8]([C:6]4[CH:7]=[C:2]([F:1])[CH:3]=[CH:4][C:5]=4[CH3:33])(=[O:9])=[O:10])[C:16]=3[CH:17]=2)=[O:22])=[CH:32][CH:31]=1)[CH3:40]. Product: C(C)OC(C1=CC=C(C=C1)NC(=O)C=1C=CC2=C(N(CCO2)S(=O)(=O)C2=C(C=CC(=C2)F)C)C1)=O (4-{[4-(5-fluoro-2-methyl-benzenesulfonyl)-3,4-dihydro-2H-benzo[1,4]oxazine-6-carbonyl]-amino}-benzoic acid ethyl ester). Reported procedure: 4-{[4-(5-Fluoro-2-methyl-benzenesulfonyl)-3,4-dihydro-2H-benzo[1,4]oxazine-6-carbonyl]-amino}-benzoic acid, MS (ISP): m/e=468.9 (M−H), was prepared as described for example 14, steps 1 to 8. Step 7 was performed using 5-fluoro-2-methyl-benzenesulfonyl chloride and yielded 4-{[4-(5-fluoro-2-methyl-benzenesulfonyl)-3,4-dihydro-2H-benzo[1,4]oxazine-6-carbonyl]-amino}-benzoic acid ethyl ester, which was hydrolyzed in step 8. The reactants are FC=1C=CC(=C(C1)S(=O)(=O)N1CCOC2=C1C=C(C=C2)C(=O)NC2=CC=C(C(=O)O)C=C2)C (4-{[4-(5-Fluoro-2-methyl-benzenesulfonyl)-3,4-dihydro-2H-benzo[1,4]oxazine-6-carbonyl]-amino}-benzoic acid), FC=1C=CC(=C(C1)S(=O)(=O)Cl)C (5-fluoro-2-methyl-benzenesulfonyl chloride). Reactants: CC1CNCC1(CC(=O)OC(C)(C)C)C(=O)O, CC(C)=O, O=C(Cl)OCc1ccccc1, [Na+], [OH-], O. Product: CC1CN(C(=O)OCc2ccccc2)CC1(CC(=O)OC(C)(C)C)C(=O)O. Reaction SMILES: [C:3]([CH3:4])([CH3:5])([CH3:6])[O:7][C:8]([CH2:9][C:10]1([C:16](=[O:17])[OH:18])[CH2:11][NH:12][CH2:13][CH:14]1[CH3:15])=[O:19].[CH3:20][C:21](=[O:22])[CH3:23].[Cl:24][C:25](=[O:26])[O:27][CH2:28][c:29]1[cH:30][cH:31][cH:32][cH:33][cH:34]1.[Na+:2].[OH-:1].[OH2:35]>>[C:3]([CH3:4])([CH3:5])([CH3:6])[O:7][C:8]([CH2:9][C:10]1([C:16](=[O:17])[OH:18])[CH2:11][N:12]([C:25](=[O:26])[O:27][CH2:28][c:29]2[cH:30][cH:31][cH:32][cH:33][cH:34]2)[CH2:13][CH:14]1[CH3:15])=[O:19]. Starting materials: CC(=O)OC(C)=O, Cc1cccc(N)c1C(=O)O, Cl, [Na+], [OH-], O. Yields the product CC(=O)Nc1cccc(C)c1C(=O)O. RXN SMILES: [CH3:14][C:15](=[O:16])[O:17][C:18](=[O:19])[CH3:20].[CH3:1][c:2]1[cH:3][cH:4][cH:5][c:6]([NH2:11])[c:7]1[C:8](=[O:9])[OH:10].[ClH:21].[Na+:13].[OH-:12].[OH2:22]>>[CH3:1][c:2]1[cH:3][cH:4][cH:5][c:6]([NH:11][C:15]([CH3:14])=[O:16])[c:7]1[C:8](=[O:9])[OH:10].